This data is from the Open Reaction Database (ORD), a public repository of structured organic reaction records. The task is: describe an organic reaction: reactants, conditions, products, and yield Starting materials: CCO, CS(=O)(=O)OC(C#N)c1cccc(Oc2ccccc2)c1, CC(C)C(C(=O)OCc1cccc(Oc2ccccc2)c1)N1Cc2c(Cl)c(Cl)c(Cl)c(Cl)c2C1, CC(C)C(C(=O)O)N1Cc2c(Cl)c(Cl)c(Cl)c(Cl)c2C1, [K+], [OH-], O. Yields the product CC(C)C(C(=O)OC(C#N)c1cccc(Oc2ccccc2)c1)N1Cc2c(Cl)c(Cl)c(Cl)c(Cl)c2C1. Reaction SMILES: [CH2:79]([OH:80])[CH3:81].[CH3:57][S:58]([O:59][CH:60]([C:61]#[N:62])[c:63]1[cH:64][cH:65][cH:66][c:67]([O:68][c:69]2[cH:70][cH:71][cH:72][cH:73][cH:74]2)[cH:75]1)(=[O:76])=[O:77].[Cl:1][c:2]1[c:3]2[c:7]([c:8]([Cl:13])[c:9]([Cl:12])[c:10]1[Cl:11])[CH2:6][N:5]([CH:14]([C:15](=[O:16])[O:17][CH2:18][c:19]1[cH:20][c:21]([O:25][c:26]3[cH:27][cH:28][cH:29][cH:30][cH:31]3)[cH:22][cH:23][cH:24]1)[CH:32]([CH3:33])[CH3:34])[CH2:4]2.[Cl:35][c:36]1[c:37]([Cl:40])[c:41]([Cl:42])[c:43]([Cl:44])[c:45]2[c:46]1[CH2:38][N:39]([CH:47]([CH:48]([CH3:49])[CH3:50])[C:51]([OH:52])=[O:53])[CH2:54]2.[K+:56].[OH-:55].[OH2:78]>>[Cl:1][c:2]1[c:3]2[c:7]([c:8]([Cl:13])[c:9]([Cl:12])[c:10]1[Cl:11])[CH2:6][N:5]([CH:14]([C:15](=[O:16])[O:17][CH:18]([c:19]1[cH:20][c:21]([O:25][c:26]3[cH:27][cH:28][cH:29][cH:30][cH:31]3)[cH:22][cH:23][cH:24]1)[C:38]#[N:39])[CH:32]([CH3:33])[CH3:34])[CH2:4]2. The reactants are C(C)(=O)O.C1(CCCCC1)C=1C=C(C=CC1OC)S(=O)(=O)N[C@@H](CCCNC(N)=N)C(=O)N1C(CC(CC1)C)C(=O)OCC (ethyl 1-[N2 -(3-cyclohexyl-4-methoxyphenylsulfonyl)-L-arginyl]-4-methyl-2-piperidinecarboxylate acetate). The solvent is C(C)O (ethanol), N-NaOH, C(Cl)(Cl)Cl (chloroform). The product is C1(CCCCC1)C=1C=C(C=CC1OC)S(=O)(=O)N[C@@H](CCCNC(N)=N)C(=O)N1C(CC(CC1)C)C(=O)O (1-[N2 -(3-cyclohexyl-4-methoxyphenylsulfonyl)-L-arginyl]-4-methyl-2-piperidinecarboxylic acid). Isolated yield 73.4%. Reaction SMILES: C(O)(=O)C.[CH:5]1([C:11]2[CH:12]=[C:13]([S:19]([NH:22][C@H:23]([C:31]([N:33]3[CH2:38][CH2:37][CH:36]([CH3:39])[CH2:35][CH:34]3[C:40]([O:42]CC)=[O:41])=[O:32])[CH2:24][CH2:25][CH2:26][NH:27][C:28](=[NH:30])[NH2:29])(=[O:21])=[O:20])[CH:14]=[CH:15][C:16]=2[O:17][CH3:18])[CH2:10][CH2:9][CH2:8][CH2:7][CH2:6]1>C(O)C.C(Cl)(Cl)Cl>[CH:5]1([C:11]2[CH:12]=[C:13]([S:19]([NH:22][C@H:23]([C:31]([N:33]3[CH2:38][CH2:37][CH:36]([CH3:39])[CH2:35][CH:34]3[C:40]([OH:42])=[O:41])=[O:32])[CH2:24][CH2:25][CH2:26][NH:27][C:28](=[NH:29])[NH2:30])(=[O:20])=[O:21])[CH:14]=[CH:15][C:16]=2[O:17][CH3:18])[CH2:10][CH2:9][CH2:8][CH2:7][CH2:6]1 |f:0.1|. Procedure details: A solution of 2.4 g of ethyl 1-[N2 -(3-cyclohexyl-4-methoxyphenylsulfonyl)-L-arginyl]-4-methyl-2-piperidinecarboxylate acetate in 10 ml of ethanol and 10 ml of N-NaOH solution was stirred overnight at room temperature. Then, the reaction mixture was concentrated and dissolved in 10 ml of water. The solution was neutralized with 2N-HCl solution to give a white gummy precipitate which was dissolved in 150 ml of chloroform. The chloroform solution was washed with saturated NaCl solution, dried over... Reaction SMILES: [CH3:15][N:16]([CH:17]=[O:18])[CH3:19].[Cl:20][CH2:21][Cl:22].[o:1]1[cH:2][c:3]([C:12]([OH:13])=[O:14])[c:4](=[O:11])[c:5]2[cH:6][cH:7][cH:8][cH:9][c:10]12>>[o:1]1[cH:2][c:3]([N:16]=[C:17]=[O:18])[c:4](=[O:11])[c:5]2[cH:6][cH:7][cH:8][cH:9][c:10]12. The reactants are CN(C)C=O, ClCCl, O=C(O)c1coc2ccccc2c1=O. The product is O=C=Nc1coc2ccccc2c1=O. Starting materials: BrC=1C=C(C(=NC1)N(C(OC(C)(C)C)=O)C(=O)OC(C)(C)C)C=1OC(=NN1)C1=CC=CC=C1 (tert-butyl N-[5-bromo-3-(5-phenyl-1,3,4-oxadiazol-2-yl)-2-pyridyl]-N-tert-butoxycarbonyl-carbamate), B(O)(O)C1=CC=C(C(=O)O)C=C1 (4-boronobenzoic acid), C(=O)([O-])[O-].[Na+].[Na+] (Na2CO3), O (water). The reagents and catalysts are C=1C=CC(=CC1)[P](C=2C=CC=CC2)(C=3C=CC=CC3)[Pd]([P](C=4C=CC=CC4)(C=5C=CC=CC5)C=6C=CC=CC6)([P](C=7C=CC=CC7)(C=8C=CC=CC8)C=9C=CC=CC9)[P](C=1C=CC=CC1)(C=1C=CC=CC1)C=1C=CC=CC1 (tetrakis(triphenylphosphine)palladium(0)). The solvent is CC#N (MeCN). Reaction conditions: temperature 110 celsius. Product: NC1=C(C=C(C=N1)C1=CC=C(C(=O)O)C=C1)C=1OC(=NN1)C1=CC=CC=C1 (4-(6-Amino-5-(5-phenyl-1,3,4-oxadiazol-2-yl)pyridin-3-yl)benzoic acid). Yield: 54.5%. As a reaction SMILES: Br[C:2]1[CH:3]=[C:4]([C:23]2[O:24][C:25]([C:28]3[CH:33]=[CH:32][CH:31]=[CH:30][CH:29]=3)=[N:26][N:27]=2)[C:5]([N:8](C(OC(C)(C)C)=O)C(=O)OC(C)(C)C)=[N:6][CH:7]=1.B([C:37]1[CH:45]=[CH:44][C:40]([C:41]([OH:43])=[O:42])=[CH:39][CH:38]=1)(O)O.C([O-])([O-])=O.[Na+].[Na+].O>CC#N.C1C=CC([P]([Pd]([P](C2C=CC=CC=2)(C2C=CC=CC=2)C2C=CC=CC=2)([P](C2C=CC=CC=2)(C2C=CC=CC=2)C2C=CC=CC=2)[P](C2C=CC=CC=2)(C2C=CC=CC=2)C2C=CC=CC=2)(C2C=CC=CC=2)C2C=CC=CC=2)=CC=1>[NH2:8][C:5]1[N:6]=[CH:7][C:2]([C:37]2[CH:45]=[CH:44][C:40]([C:41]([OH:43])=[O:42])=[CH:39][CH:38]=2)=[CH:3][C:4]=1[C:23]1[O:24][C:25]([C:28]2[CH:29]=[CH:30][CH:31]=[CH:32][CH:33]=2)=[N:26][N:27]=1 |f:2.3.4,^1:59,61,80,99|. Procedure: A mixture of tert-butyl N-[5-bromo-3-(5-phenyl-1,3,4-oxadiazol-2-yl)-2-pyridyl]-N-tert-butoxycarbonyl-carbamate (198.7 mg, 0.3841 mmol), 4-boronobenzoic acid (63.74 mg, 0.3841 mmol) and Na2CO3 (81.42 mg, 0.7682 mmol) was suspended in MeCN (3.213 mL)/water (3.213 mL) and degassed (nitrogen/vacuum cycles). The reaction was then treated with tetrakis(triphenylphosphine)palladium(0) (44.39 mg, 0.03841 mmol), degassed again and heated at 110° C. in the microwave for 30 minutes. The reaction was treat... The reactants are C1CCOC1, CCCC[N+](CCCC)(CCCC)CCCC, COC(=O)CCCCCCCBr, CC(C)Oc1ccccc1-c1c[nH]cn1, [H-], [I-], [Na+], O. Product: COC(=O)CCCCCCCn1cnc(-c2ccccc2OC(C)C)c1. Reaction SMILES: [CH2:30]1[O:31][CH2:32][CH2:33][CH2:34]1.[CH2:36]([N+:37]([CH2:38][CH2:39][CH2:40][CH3:41])([CH2:42][CH2:43][CH2:44][CH3:45])[CH2:46][CH2:47][CH2:48][CH3:49])[CH2:50][CH2:51][CH3:52].[CH3:18][O:19][C:20]([CH2:21][CH2:22][CH2:23][CH2:24][CH2:25][CH2:26][CH2:27][Br:28])=[O:29].[CH:3]([CH3:4])([CH3:5])[O:6][c:7]1[c:8](-[c:13]2[n:14][cH:15][nH:16][cH:17]2)[cH:9][cH:10][cH:11][cH:12]1.[H-:1].[I-:35].[Na+:2].[OH2:53]>>[CH:3]([CH3:4])([CH3:5])[O:6][c:7]1[c:8](-[c:13]2[n:14][cH:15][n:16]([CH2:27][CH2:26][CH2:25][CH2:24][CH2:23][CH2:22][CH2:21][C:20]([O:19][CH3:18])=[O:29])[cH:17]2)[cH:9][cH:10][cH:11][cH:12]1.